From a dataset of the Open Reaction Database (ORD), a public repository of structured organic reaction records. describe an organic reaction: reactants, conditions, products, and yield Reactants: C=CCCCCCC, Cl[SiH2]Cl. The product is CCCCCCCC[SiH](Cl)Cl. RXN SMILES: [CH2:4]=[CH:5][CH2:6][CH2:7][CH2:8][CH2:9][CH2:10][CH3:11].[Cl:1][SiH2:2][Cl:3]>>[Cl:1][SiH:2]([Cl:3])[CH2:4][CH2:5][CH2:6][CH2:7][CH2:8][CH2:9][CH2:10][CH3:11]. Procedure details: Reaction of 4-(3-bromoanilino)-6-fluoropyrido[3,2-d]pyrimidine (0.12 g, 0.38 mmol)(described in a previous experimental) with a saturated solution of ammonia in ethanol in a pressure vessel at 100° C. for 18 h gives 6-amino-4-(3-bromoanilino)pyrido[3,2-d]pyrimidine, (87 mg, 72%). 1H NMR (CDCl3) δ 8.76 (1H, brs), 8.64 (1H, s), 8.23 (1H, brs), 7.93 (1H, d, J=9.0 Hz), 7.81 (1H, dt, Jd=7.7 Hz, Jt=1.8 Hz), 7.28-7.22 (2H, m), 7.00 (1H, d, J=9.0 Hz), 4.90 (2H, brs). The reactants are BrC=1C=C(NC=2C3=C(N=CN2)C=CC(=N3)F)C=CC1 (4-(3-bromoanilino)-6-fluoropyrido[3,2-d]pyrimidine), N (ammonia). The solvent is C(C)O (ethanol). Yields the product NC=1C=CC=2N=CN=C(C2N1)NC1=CC(=CC=C1)Br (6-amino-4-(3-bromoanilino)pyrido[3,2-d]pyrimidine). RXN SMILES: [Br:1][C:2]1[CH:3]=[C:4]([CH:17]=[CH:18][CH:19]=1)[NH:5][C:6]1[C:7]2[N:15]=[C:14](F)[CH:13]=[CH:12][C:8]=2[N:9]=[CH:10][N:11]=1.[NH3:20]>C(O)C>[NH2:20][C:14]1[CH:13]=[CH:12][C:8]2[N:9]=[CH:10][N:11]=[C:6]([NH:5][C:4]3[CH:17]=[CH:18][CH:19]=[C:2]([Br:1])[CH:3]=3)[C:7]=2[N:15]=1. Isolated yield 72.0%. Starting materials: C1(=CC=CC=C1)CCCCCO (5-phenylpentanol), [Br-].[Na+] (sodium bromide), CC1(CCCC(N1[O])(C)C)C (TEMPO), Cl[O-].[Na+] (sodium hypochlorite), C([O-])(O)=O.[Na+] (sodium bicarbonate). Solvent: C(C)(=O)OCC (ethyl acetate), O (water), C1(=CC=CC=C1)C (toluene). Yields the product C1(=CC=CC=C1)CCCCC=O (5-Phenylpentanal). As a reaction SMILES: [C:1]1([CH2:7][CH2:8][CH2:9][CH2:10][CH2:11][OH:12])[CH:6]=[CH:5][CH:4]=[CH:3][CH:2]=1.[Br-].[Na+].CC1(C)N([O])C(C)(C)CCC1.Cl[O-].[Na+].C(=O)(O)[O-].[Na+]>C(OCC)(=O)C.O.C1(C)C=CC=CC=1>[C:1]1([CH2:7][CH2:8][CH2:9][CH2:10][CH:11]=[O:12])[CH:6]=[CH:5][CH:4]=[CH:3][CH:2]=1 |f:1.2,4.5,6.7,^1:18|. Procedure: A vigorously stirred solution of 5-phenylpentanol (10 g), sodium bromide (6.45 g) and TEMPO, 2,2,6,6-tetramethyl-1-piperidinyloxy, (0.095 g) in a mixture of ethyl acetate, toluene and water (258 ml, 7:7:1, v/v/v), at 0° C., was treated with aqueous sodium hypochlorite solution (571 ml, 0.35M) saturated with sodium bicarbonate (43.85 g) in five portions separated by 10 minute intervals. The reaction mixture was treated with ethanol (20 ml) then partitioned between water (500 ml) and ethyl acetate... Starting materials: O (water), C(CCCCC)OC1=CC=C(C(=O)NN)C=C1 (4-n-Hexyloxybenzoylhydrazine), N1=CC=CC=C1 (pyridine), [Cl-].COC(C1=CC=C(C(=O)O)C=C1)=O (terephthalic acid monomethyl ester chloride). Solvent: O1CCCC1 (tetrahydrofuran), O1CCCC1 (tetrahydrofuran). Run at time 2 hour. Product: C(CCCCC)OC1=CC=C(C(=O)NNC(C2=CC=C(C=C2)C(=O)OC)=O)C=C1 (1-(4-n-Hexyloxybenzoyl)-2-(4-methoxycarbonylbenzoyl)hydrazine). Isolated yield 103.7%. As a reaction SMILES: [CH2:1]([O:7][C:8]1[CH:17]=[CH:16][C:11]([C:12]([NH:14][NH2:15])=[O:13])=[CH:10][CH:9]=1)[CH2:2][CH2:3][CH2:4][CH2:5][CH3:6].N1C=CC=CC=1.[Cl-].[CH3:25][O:26][C:27](=[O:37])[C:28]1[CH:36]=[CH:35][C:31]([C:32](O)=[O:33])=[CH:30][CH:29]=1.O>O1CCCC1>[CH2:1]([O:7][C:8]1[CH:9]=[CH:10][C:11]([C:12]([NH:14][NH:15][C:32](=[O:33])[C:31]2[CH:30]=[CH:29][C:28]([C:27]([O:26][CH3:25])=[O:37])=[CH:36][CH:35]=2)=[O:13])=[CH:16][CH:17]=1)[CH2:2][CH2:3][CH2:4][CH2:5][CH3:6] |f:2.3|. Procedure details: To a solution of 4-n-Hexyloxybenzoylhydrazine (1.96 g) and pyridine (0.74 ml) in tetrahydrofuran (20 ml) was added a solution of terephthalic acid monomethyl ester chloride (1.56 g) in tetrahydrofuran (15 ml) dropwise at 0° C. The reaction mixture was stirred at room temperature for 2 hours, and poured into water. The precipitate was collected by filtration and washed with acetonitrile. The residue was dried under reduced pressure to give 1-(4-n-Hexyloxybenzoyl)-2-(4-methoxycarbonylbenzoyl)hydra...